From a dataset of the Open Reaction Database (ORD), a public repository of structured organic reaction records. describe an organic reaction: reactants, conditions, products, and yield Reactants: [N-]=[N+]=[N-].[Na+] (sodium azide), ClCC(=O)NC(CCCCC)(C)C (2-chloro-N-(1,1-dimethylhexyl)acetamide). The reagents and catalysts are [Pd] (palladium on charcoal). Run in O (water), CO (methanol), CO (methanol). Yields the product NCC(=O)NC(CCCCC)(C)C (2-amino-N-(1,1-dimethylhexyl)acetamide). As a reaction SMILES: [N-:1]=[N+]=[N-].[Na+].Cl[CH2:6][C:7]([NH:9][C:10]([CH3:17])([CH3:16])[CH2:11][CH2:12][CH2:13][CH2:14][CH3:15])=[O:8]>O.CO.[Pd]>[NH2:1][CH2:6][C:7]([NH:9][C:10]([CH3:17])([CH3:16])[CH2:11][CH2:12][CH2:13][CH2:14][CH3:15])=[O:8] |f:0.1|. Reported procedure: A solution of sodium azide (6.7 g, 103 m mol) in water (56 ml) and methanol(104 ml) was treated with 2-chloro-N-(1,1-dimethylhexyl)acetamide (16.5 g, 80 m mol) and the mixture was refluxed for 5 hours. After cooling, the mixture was extracted with 40-60 petrol (3×200 ml), the extracts were dried over magnesium sulphate and evaporated under reduced pressure to give crude 2-azido-N-(1,1-dimethylhexyl)acetamide as a pale yellow oil.This oil was dissolved in methanol (200 ml) and hydrogenated over 1... The reactants are ClC=1C(=C(C=CC1C#N)N[C@@H](C(=O)O)[C@@H](C)O)C ((2R,3R)-2-(3-chloro-4-cyano-2-methylphenylamino)-3-hydroxybutanoic acid), ClC=1C(=C(C=CC1C#N)N[C@@H](C(=O)O)[C@@H](C)O)C ((2R,3R)-2-(3-chloro-4-cyano-2-methylphenylamino)-3-hydroxybutanoic acid), F[B-](F)(F)F.CN(C(=[N+](C)C)O)C (tetramethyluronium tetrafluorborate), C(C)(C)N(CC)C(C)C (diisopropylethylamine), C=1C=CC2=C(C1)N=NN2O (HOBt), C(C1=CC=CC=C1)(N)=NO (benzamidoxime). The solvent is [Cl-].[Na+].O (brine), CN(C)C=O (DMF). Run at temperature 100 celsius, time 10 minute. The product is ClC1=C(C#N)C=CC(=C1C)N[C@H]([C@@H](C)O)C1=NC(=NO1)C1=CC=CC=C1 (2-chloro-4-((1R,2R)-2-hydroxy-1-(3-phenyl-1,2,4-oxadiazol-5-yl)propylamino)-3-methylbenzonitrile). Yield: 3.8%. As a reaction SMILES: [Cl:1][C:2]1[C:3]([CH3:18])=[C:4]([NH:10][C@H:11]([C@H:15]([OH:17])[CH3:16])[C:12]([OH:14])=O)[CH:5]=[CH:6][C:7]=1[C:8]#[N:9].F[B-](F)(F)F.CN(C)C(O)=[N+](C)C.C(N(C(C)C)CC)(C)C.C1C=CC2N(O)N=NC=2C=1.[C:51](=[N:59]O)([NH2:58])[C:52]1[CH:57]=[CH:56][CH:55]=[CH:54][CH:53]=1>[Cl-].[Na+].O.CN(C=O)C>[Cl:1][C:2]1[C:3]([CH3:18])=[C:4]([NH:10][C@@H:11]([C:12]2[O:14][N:59]=[C:51]([C:52]3[CH:57]=[CH:56][CH:55]=[CH:54][CH:53]=3)[N:58]=2)[C@H:15]([OH:17])[CH3:16])[CH:5]=[CH:6][C:7]=1[C:8]#[N:9] |f:1.2,6.7.8|. Procedure details: To a 25 mL round bottom flask charged with (2R,3R)-2-(3-chloro-4-cyano-2-methylphenylamino)-3-hydroxybutanoic acid (413 mg, 1.5 mmol) (intermediate 3a) and anhydrous DMF (15 mL) was added O-(benztriazol-1-yl)N,N,N′,N′)-tetramethyluronium tetrafluorborate (743 mg, 2.3 mmol), diisopropylethylamine (1.3 mL, 7.5 mmol), and HOBt (42 mg, 0.31 mmol). This mixture was let stir for a period of 10 min, to this mixture was added benzamidoxime (312 mg, 2.3 mmol). This mixture was allowed to stir for a perio... The reactants are C(C)(C)(C)OC(CCCCCCCCCCCCCCCCN)=O (17-aminoheptadecanoic acid tert-butyl ester), C(C)(C)(C)OC(=O)COC(=O)CNCC(=O)O ((tert-butoxycarbonylmethoxycarbonylmethylamino) acetic acid). The product is C(C)(C)(C)OC(CCCCCCCCCCCCCCN)=O (15-Aminopentadecanoic acid tert-butyl ester). RXN SMILES: [C:1]([O:5][C:6](=[O:24])[CH2:7][CH2:8][CH2:9][CH2:10][CH2:11][CH2:12][CH2:13][CH2:14][CH2:15][CH2:16][CH2:17][CH2:18][CH2:19][CH2:20]CCN)([CH3:4])([CH3:3])[CH3:2].C(OC(COC(C[NH:37]CC(O)=O)=O)=O)(C)(C)C>>[C:1]([O:5][C:6](=[O:24])[CH2:7][CH2:8][CH2:9][CH2:10][CH2:11][CH2:12][CH2:13][CH2:14][CH2:15][CH2:16][CH2:17][CH2:18][CH2:19][CH2:20][NH2:37])([CH3:4])([CH3:3])[CH3:2]. Procedure: 15-Aminopentadecanoic acid tert-butyl ester was prepared in analogous fashion to 17-aminoheptadecanoic acid tert-butyl ester, and was coupled to (tert-butoxycarbonylmethoxycarbonylmethylamino) acetic acid in analogous fashion to the method described in Example 1, step 4. Starting materials: NC=O, CCOC=O, Cl, Cn1cc(NC(=O)c2cc(NC(=O)c3cc(N)cn3C)cn2C)cc1C(=O)NCCC(=O)O, O. The product is Cn1cc(NC(=O)c2cc(NC(=O)c3cc(NC=O)cn3C)cn2C)cc1C(=O)NCCC(=O)O. Reaction SMILES: [CH:35](=[O:36])[NH2:37].[CH:38]([O:39][CH2:40][CH3:41])=[O:42].[ClH:1].[NH2:2][c:3]1[cH:4][c:5]([C:9](=[O:10])[NH:11][c:12]2[cH:13][c:14]([C:18](=[O:19])[NH:20][c:21]3[cH:22][c:23]([C:27](=[O:28])[NH:29][CH2:30][CH2:31][C:32](=[O:33])[OH:34])[n:24]([CH3:26])[cH:25]3)[n:15]([CH3:17])[cH:16]2)[n:6]([CH3:8])[cH:7]1.[OH2:43]>>[NH:2]([c:3]1[cH:4][c:5]([C:9](=[O:10])[NH:11][c:12]2[cH:13][c:14]([C:18](=[O:19])[NH:20][c:21]3[cH:22][c:23]([C:27](=[O:28])[NH:29][CH2:30][CH2:31][C:32](=[O:33])[OH:34])[n:24]([CH3:26])[cH:25]3)[n:15]([CH3:17])[cH:16]2)[n:6]([CH3:8])[cH:7]1)[CH:35]=[O:36]. Reactants: ON=C(C1=CC(=CC=C1)C(F)(F)F)Cl (N-hydroxy-3-(trifluoromethyl)benzimidoylchloride), COC(CC#N)=O (methylcyanoacetate), C[O-].[Na+] (sodium methoxide). Run in CO (methanol). The product is COC(=O)C=1C(=NOC1N)C1=CC(=CC=C1)C(F)(F)F (methyl-5-amino-3-(3-(trifluoromethyl)phenyl)isoxazol-4-carboxylate). Yield: 78.0%. As a reaction SMILES: [OH:1][N:2]=[C:3](Cl)[C:4]1[CH:9]=[CH:8][CH:7]=[C:6]([C:10]([F:13])([F:12])[F:11])[CH:5]=1.[CH3:15][O:16][C:17](=[O:21])[CH2:18][C:19]#[N:20].C[O-].[Na+]>CO>[CH3:15][O:16][C:17]([C:18]1[C:3]([C:4]2[CH:9]=[CH:8][CH:7]=[C:6]([C:10]([F:13])([F:12])[F:11])[CH:5]=2)=[N:2][O:1][C:19]=1[NH2:20])=[O:21] |f:2.3|. Procedure: In a similar manner as described in Preparation Example 17, by using methanol (160 mL), N-hydroxy-3-(trifluoromethyl)benzimidoylchloride (8.00 g, 33.39 mmol), methylcyanoacetate (4.14 g, 41.74 mmol) and sodium methoxide (3.61 g, 66.78 mmol), a white solid required compound (7.46 g, 26.06 mmol, 78%) was obtained. The solvent is COCCOC (DME), COCCOC (DME). Procedure: A solution of methyl acetoacetate (10.8 mL, 100 mmol) in DME (50 mL) is added dropwise to a suspension of NaH (95% dry, 2.44 g, 100 mmol) in DME (250 mL) cooled to 0° C. The resulting solution is stirred at room temperature for 1 hour. Bu4NI (3.7 g, 10 mmol) is added, followed by PrI. The mixture is then stirred at reflux for 6 hours. The solvent is removed in vacuo and water (200 mL) and EtOAc (200 mL) are added. The layers are separated and the aqueous layer is extracted with EtOAc (200 mL). T... Reactants: C(CC)I (PrI), C(CC(=O)C)(=O)OC (methyl acetoacetate), [H-].[Na+] (NaH). Run at temperature 0 celsius, time 1 hour. Yields the product COC(C(CCC)C(C)=O)=O (2-acetyl-pentanoic Acid Methyl Ester). The reagents and catalysts are [N+](CCCC)(CCCC)(CCCC)CCCC.[I-] (Bu4NI). As a reaction SMILES: [C:1]([O:7][CH3:8])(=[O:6])[CH2:2][C:3]([CH3:5])=[O:4].[H-].[Na+].[CH2:11](I)[CH2:12][CH3:13]>COCCOC.[N+](CCCC)(CCCC)(CCCC)CCCC.[I-]>[CH3:8][O:7][C:1](=[O:6])[CH:2]([C:3](=[O:4])[CH3:5])[CH2:11][CH2:12][CH3:13] |f:1.2,5.6|. Starting materials: NC=1C=C(C(=O)N2C=C(C3=CC=CC=C23)CCCC(=O)O)C=CC1 (4-[1-(3-aminobenzoyl)indol-3-yl]butyric acid), C(C)(C)N(CC)C(C)C (diisopropylethylamine), ClC1=CC=C(C=C1)C(C1=CC=C(C=C1)Cl)Cl (bis(4-chlorophenyl)methyl chloride). Run in C(Cl)(Cl)(Cl)Cl (carbon tetrachloride). Product: ClC1=CC=C(C=C1)C(C1=CC=C(C=C1)Cl)NC=1C=C(C(=O)N2C=C(C3=CC=CC=C23)CCCC(=O)O)C=CC1 (4-[1-[3-[bis(4-chlorophenyl)methylamino]benzoyl]indol-3-yl]butyric acid). The yield is 69.0%. As a reaction SMILES: [NH2:1][C:2]1[CH:3]=[C:4]([CH:22]=[CH:23][CH:24]=1)[C:5]([N:7]1[C:15]2[C:10](=[CH:11][CH:12]=[CH:13][CH:14]=2)[C:9]([CH2:16][CH2:17][CH2:18][C:19]([OH:21])=[O:20])=[CH:8]1)=[O:6].C(N(C(C)C)CC)(C)C.[Cl:34][C:35]1[CH:40]=[CH:39][C:38]([CH:41](Cl)[C:42]2[CH:47]=[CH:46][C:45]([Cl:48])=[CH:44][CH:43]=2)=[CH:37][CH:36]=1>C(Cl)(Cl)(Cl)Cl>[Cl:34][C:35]1[CH:36]=[CH:37][C:38]([CH:41]([NH:1][C:2]2[CH:3]=[C:4]([CH:22]=[CH:23][CH:24]=2)[C:5]([N:7]2[C:15]3[C:10](=[CH:11][CH:12]=[CH:13][CH:14]=3)[C:9]([CH2:16][CH2:17][CH2:18][C:19]([OH:21])=[O:20])=[CH:8]2)=[O:6])[C:42]2[CH:47]=[CH:46][C:45]([Cl:48])=[CH:44][CH:43]=2)=[CH:39][CH:40]=1. Procedure details: To a solution of 4-[1-(3-aminobenzoyl)indol-3-yl]butyric acid (1.0 g) and diisopropylethylamine (1.3 g) in carbon tetrachloride (20 ml) was added bis(4-chlorophenyl)methyl chloride (0.84 g). The mixture was refluxed for 6 hours and the solvent was removed in vacuo. The residue was dissolved in ethyl acetate (20 ml) and diluted hydrochloric acid (30 ml) and washed with water (30 ml×3). The solution was dried over magnesium sulfate and the solvent was removed in vacuo. The residue was purified by ...